This data is from the Open Reaction Database (ORD), a public repository of structured organic reaction records. The task is: describe an organic reaction: reactants, conditions, products, and yield Starting materials: C1COCCO1, O, CCOC(=O)Cc1csc(NS(C)(=O)=O)n1, O=[Se]=O. Yields the product CCOC(=O)C(=O)c1csc(NS(C)(=O)=O)n1. As a reaction SMILES: [O:4]1[CH2:5][CH2:6][O:7][CH2:8][CH2:9]1.[OH2:26].[S:10](=[O:11])(=[O:12])([CH3:13])[NH:14][c:15]1[s:16][cH:17][c:18]([CH2:20][C:21](=[O:22])[O:23][CH2:24][CH3:25])[n:19]1.[Se:1](=[O:2])=[O:3]>>[O:4]=[C:20]([c:18]1[cH:17][s:16][c:15]([NH:14][S:10](=[O:11])(=[O:12])[CH3:13])[n:19]1)[C:21](=[O:22])[O:23][CH2:24][CH3:25]. Reactants: C(C)(C)(C)OC(NC1=C(C=C(C(=C1)C)C(F)(F)F)NC(CC(=O)C1=CC(=CC=C1)C=1C=NC=CC1C)=O)=O ((5-methyl-2-{3-[3-(4-methyl-pyridin-3-yl)-phenyl]-3-oxo-propionylamino}-4-trifluoromethyl-phenyl)-carbamic acid tert-butyl ester), C(=O)(C(F)(F)F)O (TFA). Solvent: C(Cl)Cl (CH2Cl2). The product is CC1=CC2=C(NC(CC(=N2)C2=CC(=CC=C2)C=2C=NC=CC2C)=O)C=C1C(F)(F)F (7-Methyl-4-[3-(4-methyl-pyridin-3-yl)-phenyl]-8-trifluoromethyl-1,3-dihydro-benzo[b][1,4]diazepin-2-one), solid. Yield: 81.0%. RXN SMILES: C(OC(=O)[NH:7][C:8]1[CH:13]=[C:12]([CH3:14])[C:11]([C:15]([F:18])([F:17])[F:16])=[CH:10][C:9]=1[NH:19][C:20](=[O:37])[CH2:21][C:22]([C:24]1[CH:29]=[CH:28][CH:27]=[C:26]([C:30]2[CH:31]=[N:32][CH:33]=[CH:34][C:35]=2[CH3:36])[CH:25]=1)=O)(C)(C)C.C(O)(C(F)(F)F)=O>C(Cl)Cl>[CH3:14][C:12]1[C:11]([C:15]([F:18])([F:17])[F:16])=[CH:10][C:9]2[NH:19][C:20](=[O:37])[CH2:21][C:22]([C:24]3[CH:29]=[CH:28][CH:27]=[C:26]([C:30]4[CH:31]=[N:32][CH:33]=[CH:34][C:35]=4[CH3:36])[CH:25]=3)=[N:7][C:8]=2[CH:13]=1. Procedure details: The title compound was prepared from (5-methyl-2-{3-[3-(4-methyl-pyridin-3-yl)-phenyl]-3-oxo-propionylamino}-4-trifluoromethyl-phenyl)-carbamic acid tert-butyl ester (Example M213) (291 mg, 0.552 mmol) by treatment with TFA in CH2Cl2 according to the general procedure N. Obtained as a white solid (182 mg, 81%). Starting materials: C(C)OC(CC=1C=C(C(=CC1)OC)C1=C(C=C(C=C1)C(F)(F)F)CN)=O ((2′-aminomethyl-6-methoxy-4′-trifluoromethyl-biphenyl-3-yl)-acetic acid ethyl ester), ClC=1OC2=C(N1)C=C(C=C2)C (2-chloro-5-methyl-benzooxazole). The product is C(C)OC(CC=1C=C(C(=CC1)OC)C1=C(C=C(C=C1)C(F)(F)F)CNC=1OC2=C(N1)C=C(C=C2)C)=O ({6-Methoxy-2′-[(5-methyl-benzooxazol-2-ylamino)-methyl]-4′-trifluoromethyl-biphenyl-3-yl}-acetic acid ethyl ester). RXN SMILES: [CH2:1]([O:3][C:4](=[O:26])[CH2:5][C:6]1[CH:7]=[C:8]([C:14]2[CH:19]=[CH:18][C:17]([C:20]([F:23])([F:22])[F:21])=[CH:16][C:15]=2[CH2:24][NH2:25])[C:9]([O:12][CH3:13])=[CH:10][CH:11]=1)[CH3:2].Cl[C:28]1[O:29][C:30]2[CH:36]=[CH:35][C:34]([CH3:37])=[CH:33][C:31]=2[N:32]=1>>[CH2:1]([O:3][C:4](=[O:26])[CH2:5][C:6]1[CH:7]=[C:8]([C:14]2[CH:19]=[CH:18][C:17]([C:20]([F:23])([F:21])[F:22])=[CH:16][C:15]=2[CH2:24][NH:25][C:28]2[O:29][C:30]3[CH:36]=[CH:35][C:34]([CH3:37])=[CH:33][C:31]=3[N:32]=2)[C:9]([O:12][CH3:13])=[CH:10][CH:11]=1)[CH3:2]. Reported procedure: Prepared according to the procedure described in Example 1, Step 6, using the following starting materials: (2′-aminomethyl-6-methoxy-4′-trifluoromethyl-biphenyl-3-yl)-acetic acid ethyl ester and 2-chloro-5-methyl-benzooxazole. The reactants are NC(=C(C#N)N=CC1=C(C=C(C=C1Cl)C(F)(F)F)Cl)C#N (1-amino-2-(2,6-dichloro-4-trifluoromethylbenzylideneamino)-1,2-dicyanoethylene), ClC=1C(C(=C(C(C1Cl)=O)C#N)C#N)=O (2,3-dichloro-5,6-dicyano-1,4-benzoquinone). Run in C(C)#N (acetonitrile). Product: ClC1=C(C(=CC(=C1)C(F)(F)F)Cl)C=1NC(=C(N1)C#N)C#N (2-(2,6-dichloro-4-trifluoromethylphenyl)-4,5-dicyanoimidazole). The yield is 42.3%. Reaction SMILES: [NH2:1][C:2]([C:20]#[N:21])=[C:3]([N:6]=[CH:7][C:8]1[C:13]([Cl:14])=[CH:12][C:11]([C:15]([F:18])([F:17])[F:16])=[CH:10][C:9]=1[Cl:19])[C:4]#[N:5].ClC1C(=O)C(C#N)=C(C#N)C(=O)C=1Cl>C(#N)C>[Cl:14][C:13]1[CH:12]=[C:11]([C:15]([F:16])([F:17])[F:18])[CH:10]=[C:9]([Cl:19])[C:8]=1[C:7]1[NH:1][C:2]([C:20]#[N:21])=[C:3]([C:4]#[N:5])[N:6]=1. Reported procedure: A solution of 1-amino-2-(2,6-dichloro-4-trifluoromethylbenzylideneamino)-1,2-dicyanoethylene (3.3 g, 0.01 mol) and 2,3-dichloro-5,6-dicyano-1,4-benzoquinone (3.3 g, 0.01 mol) in acetonitrile (75 ml) was stirred at reflux for 48 hours. Evaporation of the solvent yielded a brown solid which was continuously extracted with boiling toluene. The solution was evaporated under reduced pressure and the red-brown residue was dissolved in a mixture of ethyl acetate and dichloromethane (1:10) and filtered ...